The task is: describe an organic reaction: reactants, conditions, products, and yield. This data is from the Open Reaction Database (ORD), a public repository of structured organic reaction records. As a reaction SMILES: [CH2:47]1[O:48][CH2:49][CH2:50][CH2:51]1.[CH3:1][O:2][C:3]([C:4]([CH3:5])([CH3:6])[c:7]1[cH:8][cH:9][c:10]([NH:13][C:14](=[O:15])[CH:16]2[NH:17][CH:18]([CH2:39][C:40]([CH3:41])([CH3:42])[CH3:43])[C:19]([C:29]#[N:30])([c:31]3[c:32]([F:38])[cH:33][c:34]([Cl:37])[cH:35][cH:36]3)[CH:20]2[c:21]2[c:22]([F:28])[c:23]([Cl:27])[cH:24][cH:25][cH:26]2)[cH:11][cH:12]1)=[O:44].[CH3:52][OH:53].[Li+:46].[OH-:45].[OH2:54]>>[O:2]=[C:3]([C:4]([CH3:5])([CH3:6])[c:7]1[cH:8][cH:9][c:10]([NH:13][C:14](=[O:15])[CH:16]2[NH:17][CH:18]([CH2:39][C:40]([CH3:41])([CH3:42])[CH3:43])[C:19]([C:29]#[N:30])([c:31]3[c:32]([F:38])[cH:33][c:34]([Cl:37])[cH:35][cH:36]3)[CH:20]2[c:21]2[c:22]([F:28])[c:23]([Cl:27])[cH:24][cH:25][cH:26]2)[cH:11][cH:12]1)[OH:44]. Yields the product CC(C)(C)CC1NC(C(=O)Nc2ccc(C(C)(C)C(=O)O)cc2)C(c2cccc(Cl)c2F)C1(C#N)c1ccc(Cl)cc1F. Starting materials: C1CCOC1, COC(=O)C(C)(C)c1ccc(NC(=O)C2NC(CC(C)(C)C)C(C#N)(c3ccc(Cl)cc3F)C2c2cccc(Cl)c2F)cc1, CO, [Li+], [OH-], O. Starting materials: NNC(=S)N (thiosemicarbazide), C(Cl)Cl.CO (CH2Cl2 MeOH), Cl.C(CCCC)(OCC)=N (ethyl valerimidate hydrochloride), NNC(=S)N (thiosemicarbazide), C(Cl)Cl.CO (CH2Cl2 MeOH). Solvent: CN(C)C=O (DMF). Run at time 2.5 hour. Product: C(CCCC)(OCC)=NNC(=S)N (Ethyl Valerate Thiosemicarbazone). RXN SMILES: Cl.[C:2](=[NH:10])([O:7][CH2:8][CH3:9])[CH2:3][CH2:4][CH2:5][CH3:6].N[NH:12][C:13]([NH2:15])=[S:14].C(Cl)Cl.CO>CN(C=O)C>[C:2](=[N:10][NH:12][C:13]([NH2:15])=[S:14])([O:7][CH2:8][CH3:9])[CH2:3][CH2:4][CH2:5][CH3:6] |f:0.1,3.4|. Procedure: A solution of 10.79 g (65 mmol) of ethyl valerimidate hydrochloride [prepared by method of A. J. Hill and I. Rabinowitz, J. Am. Chem. Soc., 48, 734 (1926)] in 130 ml of dry DMF was stirred at room temperature as 5.91 g (65 mmol) of thiosemicarbazide was added. Stirring was continuted under N2. After 2.5 hours, by which time TLC (19:1 CH2Cl2 -MeOH) indicated complete conversion of thiosemicarbazide to a higher Rf product, the mixture was partitioned between 1 L of H2O, then dried over MgSO4, filt... The reactants are ClC1=C(C=C(C(=C1C)O)OCC1=C(C(=CC=C1OC)F)F)N1C2=NC(=NC(=C2NC1=O)OC)C (9-[2-chloro-5-(2,3-difluoro-6-methoxybenzyloxy)-4-hydroxy-methylphenyl]-6-methoxy-2-methyl-7,9-dihydro-8H-purin-8-one), CC(=O)OI1(C2=CC=CC=C2C(=O)O1)(OC(=O)C)OC(=O)C (1,1,1-tris(acetyloxy)-1,1-dihydro-1,2-benziodoxol-3(1H)-one). Yields the product ClC1=C(C=C(C(=C1)C=O)OCC1=C(C(=CC=C1OC)F)F)N1C2=NC(=NC(=C2NC1=O)OC)C (9-[2-chloro-5-(2,3-difluoro-6-methoxybenzyloxy)-4-formylphenyl]-6-methoxy-2-methyl-7,9-dihydro-8H-purin-8-one). Run at time 1 hour. As a reaction SMILES: [Cl:1][C:2]1[C:7](C)=[C:6](O)[C:5]([O:10][CH2:11][C:12]2[C:17]([O:18][CH3:19])=[CH:16][CH:15]=[C:14]([F:20])[C:13]=2[F:21])=[CH:4][C:3]=1[N:22]1[C:30](=[O:31])[NH:29][C:28]2[C:23]1=[N:24][C:25]([CH3:34])=[N:26][C:27]=2[O:32][CH3:33].C[C:36](OI1(OC(C)=O)(OC(C)=O)OC(=O)C2C1=CC=CC=2)=[O:37]>C(Cl)Cl>[Cl:1][C:2]1[CH:7]=[C:6]([CH:36]=[O:37])[C:5]([O:10][CH2:11][C:12]2[C:17]([O:18][CH3:19])=[CH:16][CH:15]=[C:14]([F:20])[C:13]=2[F:21])=[CH:4][C:3]=1[N:22]1[C:30](=[O:31])[NH:29][C:28]2[C:23]1=[N:24][C:25]([CH3:34])=[N:26][C:27]=2[O:32][CH3:33]. Yield: 82.2%. Solvent: C(Cl)Cl (methylene chloride). Procedure details: To a solution of 9-[2-chloro-5-(2,3-difluoro-6-methoxybenzyloxy)-4-hydroxy-methylphenyl]-6-methoxy-2-methyl-7,9-dihydro-8H-purin-8-one (11 mg) in methylene chloride (2 mL) was added 1,1,1-tris(acetyloxy)-1,1-dihydro-1,2-benziodoxol-3(1H)-one (19 mg), and the mixture was stirred at room temperature for 1 hour. The reaction mixture was purified by column chromatography on silica gel (eluent: n-hexane/ethyl acetate=3/2−1/3) to give 9-[2-chloro-5-(2,3-difluoro-6-methoxybenzyloxy)-4-formylphenyl]-6-m... The reactants are CC1=CC2=C(NC3=C(N=C2N2C[C@@H](NCC2)CCC2=CC=CC=C2)C=CC=C3)C=C1 (2-methyl-11-[(S)-3-phenethyl-piperazin-1-yl]-5H-dibenzo[b,e][1,4]diazepine), C=O (formaldehyde), C(C)(=O)O[BH-](OC(C)=O)OC(C)=O.[Na+] (sodium triacetoxyborohydride). Run in ClCCCl (1,2-dichloroethane). Run at time 5 minute. Product: CC1=CC2=C(NC3=C(N=C2N2C[C@@H](N(CC2)C)CCC2=CC=CC=C2)C=CC=C3)C=C1 (2-Methyl-11-[4-methyl-(S)-3-phenethyl-piperazin-1-yl]-5H-dibenzo[b,e][1,4]diazepine). Yield: 89.6%. As a reaction SMILES: [CH3:1][C:2]1[CH:30]=[CH:29][C:5]2[NH:6][C:7]3[CH:28]=[CH:27][CH:26]=[CH:25][C:8]=3[N:9]=[C:10]([N:11]3[CH2:16][CH2:15][NH:14][C@@H:13]([CH2:17][CH2:18][C:19]4[CH:24]=[CH:23][CH:22]=[CH:21][CH:20]=4)[CH2:12]3)[C:4]=2[CH:3]=1.C=O.[C:33](O[BH-](OC(=O)C)OC(=O)C)(=O)C.[Na+]>ClCCCl>[CH3:1][C:2]1[CH:30]=[CH:29][C:5]2[NH:6][C:7]3[CH:28]=[CH:27][CH:26]=[CH:25][C:8]=3[N:9]=[C:10]([N:11]3[CH2:16][CH2:15][N:14]([CH3:33])[C@@H:13]([CH2:17][CH2:18][C:19]4[CH:24]=[CH:23][CH:22]=[CH:21][CH:20]=4)[CH2:12]3)[C:4]=2[CH:3]=1 |f:2.3|. Procedure details: Combine 2-methyl-11-[(S)-3-phenethyl-piperazin-1-yl]-5H-dibenzo[b,e][1,4]diazepine (300.0 mg, 0.76 mmol), formaldehyde (67.5 μL, 0.83 mmol, 37% in water), and 1,2-dichloroethane (25.0 ml). Stir the mixture at ambient temperature for 5 minutes and then add sodium triacetoxyborohydride (240.5 mg, 1.13 mmol). After stirring for 30 minutes at ambient temperature, quench the reaction with saturated sodium bicarbonate. Remove the organic portion and wash (brine), dry (sodium sulfate), and reduce the e... Starting materials: C(C1=CC=CC=C1)OC1=C(C=C(C=C1)C(C)=O)F (1-(4-(benzyloxy)-3-fluorophenyl)ethanone), C(CO)O (ethylene glycol), CC=1C=CC(=CC1)S(=O)(=O)O (p-TsOH), C1(=CC=CC=C1)C (toluene). Solvent: O (water). Conditions: time 4 day. Yields the product C(C1=CC=CC=C1)OC1=C(C=C(C=C1)C1(OCCO1)C)F (2-(4-(benzyloxy)-3-fluorophenyl)-2-methyl-1,3-dioxolane). RXN SMILES: [CH2:1]([O:8][C:9]1[CH:14]=[CH:13][C:12]([C:15](=[O:17])[CH3:16])=[CH:11][C:10]=1[F:18])[C:2]1[CH:7]=[CH:6][CH:5]=[CH:4][CH:3]=1.[CH2:19](O)[CH2:20][OH:21].CC1C=CC(S(O)(=O)=O)=CC=1.C1(C)C=CC=CC=1>O>[CH2:1]([O:8][C:9]1[CH:14]=[CH:13][C:12]([C:15]2([CH3:16])[O:21][CH2:20][CH2:19][O:17]2)=[CH:11][C:10]=1[F:18])[C:2]1[CH:3]=[CH:4][CH:5]=[CH:6][CH:7]=1. Procedure details: A mixture of 1-(4-(benzyloxy)-3-fluorophenyl)ethanone 22 (23.8 g, 97.5 mmol), ethylene glycol (16.4 mL, 293 mmol), p-TsOH (930 mg, 4.88 mmol) and toluene (400 mL) was stirred under reflux conditions for 4 days, azeotropically removing water with a Dean-Stark trap. The mixture was cooled to room temperature and quenched by addition of saturated sodium bicarbonate solution (200 mL). The aqueous phase was back-extracted with toluene (3×200 mL). The combined organic phases were washed with brine (20...